Dataset: the Open Reaction Database (ORD), a public repository of structured organic reaction records. Task: describe an organic reaction: reactants, conditions, products, and yield Reactants: FC(F)C(F)(F)Oc1ccc(Br)cc1, [K+], [K+], [K+], CN(C)C=O, COc1cc(-n2ccc(B(O)O)cc2=O)ccc1OCC(C)(C)O, O=P([O-])([O-])[O-]. Yields the product COc1cc(-n2ccc(-c3ccc(OC(F)(F)C(F)F)cc3)cc2=O)ccc1OCC(C)(C)O. As a reaction SMILES: [Br:25][c:26]1[cH:27][cH:28][c:29]([O:32][C:33]([CH:34]([F:35])[F:36])([F:37])[F:38])[cH:30][cH:31]1.[K+:44].[K+:45].[K+:46].[O:47]=[CH:48][N:49]([CH3:50])[CH3:51].[OH:1][C:2]([CH2:3][O:4][c:5]1[c:6]([O:21][CH3:22])[cH:7][c:8](-[n:11]2[c:12](=[O:20])[cH:13][c:14]([B:17]([OH:18])[OH:19])[cH:15][cH:16]2)[cH:9][cH:10]1)([CH3:23])[CH3:24].[P:39]([O-:40])([O-:41])([O-:42])=[O:43]>>[OH:1][C:2]([CH2:3][O:4][c:5]1[c:6]([O:21][CH3:22])[cH:7][c:8](-[n:11]2[c:12](=[O:20])[cH:13][c:14](-[c:26]3[cH:27][cH:28][c:29]([O:32][C:33]([CH:34]([F:35])[F:36])([F:37])[F:38])[cH:30][cH:31]3)[cH:15][cH:16]2)[cH:9][cH:10]1)([CH3:23])[CH3:24]. Starting materials: CCOC(C)=O, [H][H], CCOc1ccc(C(C)(C)CC=Cc2ccc(F)c(Oc3ccccc3)c2)cc1. Product: CCOc1ccc(C(C)(C)CCCc2ccc(F)c(Oc3ccccc3)c2)cc1. Reaction SMILES: [CH3:32][CH2:33][O:34][C:35](=[O:36])[CH3:37].[H:30][H:31].[O:1]([c:2]1[cH:3][cH:4][cH:5][cH:6][cH:7]1)[c:8]1[cH:9][c:10]([CH:15]=[CH:16][CH2:17][C:18]([CH3:19])([CH3:20])[c:21]2[cH:22][cH:23][c:24]([O:27][CH2:28][CH3:29])[cH:25][cH:26]2)[cH:11][cH:12][c:13]1[F:14]>>[O:1]([c:2]1[cH:3][cH:4][cH:5][cH:6][cH:7]1)[c:8]1[cH:9][c:10]([CH2:15][CH2:16][CH2:17][C:18]([CH3:19])([CH3:20])[c:21]2[cH:22][cH:23][c:24]([O:27][CH2:28][CH3:29])[cH:25][cH:26]2)[cH:11][cH:12][c:13]1[F:14]. The reactants are NC=1N(OC2(N1)CC(OC1=CC=C(C=C12)O)C1=CC=CC=C1)C (3′amino-2′-methyl-2-phenyl-2′H-spiro(chroman-4,5′-(1,2,4)oxadiazol)-6-ol), BrCC1=CC=CC=C1 ((bromomethyl)benzene), C(=O)([O-])[O-].[K+].[K+] (K2CO3). Solvent: CC(=O)C (acetone). Conditions: time 24 hour. Product: C(C1=CC=CC=C1)OC=1C=C2C(=CC1)OC(CC21N=C(N(O1)C)N)C1=CC=CC=C1 (6-(benzyloxy)-2′-methyl-2-phenyl-2′H-spiro[chroman-4,5′-[1,2,4]oxadiazol]-3′-amine). Isolated yield 2.5%. Reaction SMILES: [NH2:1][C:2]1[N:3]([CH3:23])[O:4][C:5]2([C:15]3[C:10](=[CH:11][CH:12]=[C:13]([OH:16])[CH:14]=3)[O:9][CH:8]([C:17]3[CH:22]=[CH:21][CH:20]=[CH:19][CH:18]=3)[CH2:7]2)[N:6]=1.Br[CH2:25][C:26]1[CH:31]=[CH:30][CH:29]=[CH:28][CH:27]=1.C([O-])([O-])=O.[K+].[K+]>CC(C)=O>[CH2:25]([O:16][C:13]1[CH:14]=[C:15]2[C:5]3([O:4][N:3]([CH3:23])[C:2]([NH2:1])=[N:6]3)[CH2:7][CH:8]([C:17]3[CH:18]=[CH:19][CH:20]=[CH:21][CH:22]=3)[O:9][C:10]2=[CH:11][CH:12]=1)[C:26]1[CH:31]=[CH:30][CH:29]=[CH:28][CH:27]=1 |f:2.3.4|. Reported procedure: A mixture of 3′amino-2′-methyl-2-phenyl-2′H-spiro(chroman-4,5′-(1,2,4)oxadiazol)-6-ol (30 mg, 0.096 mmol), (bromomethyl)benzene (21.45 mg, 0.125 mmol) and K2CO3 (16 mg, 0.115 mmol) was dissolved in acetone, then the mixture was stirred at room temperature for 24 hours. The mixture was filtrated and concentrated. The residue was purified by preparative HPLC to give 6-(benzyloxy)-2′-methyl-2-phenyl-2′H-spiro[chroman-4,5′-[1,2,4]oxadiazol]-3′-amine (140) (0.95 mg, 3%). 1H-NMR (MeOD): 7.32-7.56 (m, ... The reactants are CC[SiH](CC)CC, CC#N, CCCS(=O)(=O)Nc1ccc(F)c(C(=O)Nc2cnc3[nH]cc(C(O)c4ccc(Cl)cc4)c3c2)c1F, O=C(O)C(F)(F)F. Product: CCCS(=O)(=O)Nc1ccc(F)c(C(=O)Nc2cnc3[nH]cc(Cc4ccc(Cl)cc4)c3c2)c1F. As a reaction SMILES: [CH2:1]([SiH:2]([CH2:3][CH3:4])[CH2:5][CH3:6])[CH3:7].[CH3:51][C:52]#[N:53].[Cl:15][c:16]1[cH:17][cH:18][c:19]([CH:22]([c:23]2[cH:24][nH:25][c:26]3[n:27][cH:28][c:29]([NH:32][C:33]([c:34]4[c:35]([F:48])[c:36]([NH:41][S:42](=[O:43])(=[O:44])[CH2:45][CH2:46][CH3:47])[cH:37][cH:38][c:39]4[F:40])=[O:49])[cH:30][c:31]23)[OH:50])[cH:20][cH:21]1.[OH:8][C:9]([C:10]([F:11])([F:12])[F:13])=[O:14]>>[Cl:15][c:16]1[cH:17][cH:18][c:19]([CH2:22][c:23]2[cH:24][nH:25][c:26]3[n:27][cH:28][c:29]([NH:32][C:33]([c:34]4[c:35]([F:48])[c:36]([NH:41][S:42](=[O:43])(=[O:44])[CH2:45][CH2:46][CH3:47])[cH:37][cH:38][c:39]4[F:40])=[O:49])[cH:30][c:31]23)[cH:20][cH:21]1. The reactants are COC(=O)C1=C(Sc2ccc(OC)c(OC)c2)C(=CCCc2ccccc2)CC1, CCO, Cl, [Na+], [OH-]. Product: COc1ccc(SC2=C(C(=O)O)CCC2=CCCc2ccccc2)cc1OC. RXN SMILES: [CH3:1][O:2][c:3]1[cH:4][c:5]([S:11][C:12]2=[C:13]([C:26](=[O:27])[O:28][CH3:29])[CH2:14][CH2:15][C:16]2=[CH:17][CH2:18][CH2:19][c:20]2[cH:21][cH:22][cH:23][cH:24][cH:25]2)[cH:6][cH:7][c:8]1[O:9][CH3:10].[CH3:33][CH2:34][OH:35].[ClH:32].[Na+:31].[OH-:30]>>[CH3:1][O:2][c:3]1[cH:4][c:5]([S:11][C:12]2=[C:13]([C:26](=[O:27])[OH:28])[CH2:14][CH2:15][C:16]2=[CH:17][CH2:18][CH2:19][c:20]2[cH:21][cH:22][cH:23][cH:24][cH:25]2)[cH:6][cH:7][c:8]1[O:9][CH3:10]. Starting materials: FC=1C=C(C=C(C1)F)C=1C(=CC=C2C=CC=NC12)C(=O)N(C)OC (8-(3,5-difluorophenyl)-N-methoxy-N-methylquinoline-7-carboxamide), C[Mg]Br (methylmagnesium bromide). Run in O1CCCC1 (tetrahydrofuran), O1CCCC1 (tetrahydrofuran). Reaction conditions: time 8 hour. Yields the product FC=1C=C(C=C(C1)F)C=1C(=CC=C2C=CC=NC12)C(C)=O (1-[8-(3,5-difluorophenyl)quinolin-7-yl]ethanone). As a reaction SMILES: [F:1][C:2]1[CH:3]=[C:4]([C:9]2[C:10]([C:19](N(OC)C)=[O:20])=[CH:11][CH:12]=[C:13]3[C:18]=2[N:17]=[CH:16][CH:15]=[CH:14]3)[CH:5]=[C:6]([F:8])[CH:7]=1.[CH3:25][Mg]Br>O1CCCC1>[F:1][C:2]1[CH:3]=[C:4]([C:9]2[C:10]([C:19](=[O:20])[CH3:25])=[CH:11][CH:12]=[C:13]3[C:18]=2[N:17]=[CH:16][CH:15]=[CH:14]3)[CH:5]=[C:6]([F:8])[CH:7]=1. Procedure details: To a mixture of 8-(3,5-difluorophenyl)-N-methoxy-N-methylquinoline-7-carboxamide (67 mg, 0.20 mmol) in tetrahydrofuran (0.5 mL) was added 1.40 M methylmagnesium bromide in tetrahydrofuran (0.87 mL, 1.2 mmol). The reaction was stirred at room temperature overnight, quenched with saturated ammonium chloride, and extracted with ethyl acetate. The combined organic layers were washed with brine, dried over magnesium sulfate, and then concentrated to dryness under reduced pressure. The resultant resid... Starting materials: Phenyl ester, OC1=CC=C(C(=O)O)C=C1 (4-hydroxybenzoic acid), C(O)CN (monoethanolamine), S(=O)(Cl)Cl (Thionyl chloride), C(Cl)(Cl)Cl (chloroform). The product is OC1=CC=C(C=C1)C=1OCCN1 (2-(4-Hydroxyphenyl)oxazoline). Conditions: temperature 60 celsius, time 108 minute. Solvent: C(C)(=O)OCC (ethyl acetate). RXN SMILES: [OH:1][C:2]1[CH:10]=[CH:9][C:5]([C:6]([OH:8])=O)=[CH:4][CH:3]=1.[CH2:11]([CH2:13][NH2:14])O.C(Cl)(Cl)Cl.S(Cl)(Cl)=O>C(OCC)(=O)C>[OH:1][C:2]1[CH:3]=[CH:4][C:5]([C:6]2[O:8][CH2:11][CH2:13][N:14]=2)=[CH:9][CH:10]=1. Procedure: Phenyl ester of 4-hydroxybenzoic acid (19.28 grams, 0.09 mole) and monoethanolamine (5.55 grams, 0.0909 mole) are added to a reactor and stirred as a powder under a nitrogen atmosphere. Heating commences and fourteen minutes later, a temperature of 150° C. is achieved. After 108 minutes at 150° C., the reactor is cooled to 60° C., then chloroform (100 milliliters) is added. After boiling for 5 minutes, the chloroform is decanted off, and a second portion (100 milliliters) of chloroform is added.... Reactants: ClC1=C(OC2=CC(=C(C=C2)[N+](=O)[O-])[N+](=O)[O-])C=CC(=C1)C(F)(F)F (4-(2-chloro-4-trifluoromethylphenoxy)-1,2-dinitrobenzene), C1(=CC=CC=C1)P(OC)OC (dimethyl phenylphosphonite). Run in C(C)#N (acetonitrile). Product: C1(=CC=CC=C1)P(OC)(=O)C1=C(C=CC(=C1)OC1=C(C=C(C=C1)C(F)(F)F)Cl)[N+](=O)[O-] (methyl P-phenyl-2-nitro-5-(2-chloro-4-trifluoromethylphenoxy)phenylphosphinate). Reaction SMILES: [Cl:1][C:2]1[CH:20]=[C:19]([C:21]([F:24])([F:23])[F:22])[CH:18]=[CH:17][C:3]=1[O:4][C:5]1[CH:10]=[CH:9][C:8]([N+:11]([O-:13])=[O:12])=[C:7]([N+]([O-])=O)[CH:6]=1.[C:25]1([P:31]([O:34]C)[O:32][CH3:33])[CH:30]=[CH:29][CH:28]=[CH:27][CH:26]=1>C(#N)C>[C:25]1([P:31]([C:7]2[CH:6]=[C:5]([O:4][C:3]3[CH:17]=[CH:18][C:19]([C:21]([F:24])([F:23])[F:22])=[CH:20][C:2]=3[Cl:1])[CH:10]=[CH:9][C:8]=2[N+:11]([O-:13])=[O:12])(=[O:34])[O:32][CH3:33])[CH:30]=[CH:29][CH:28]=[CH:27][CH:26]=1. Procedure details: Following the procedure of Example 1, a mixture of 4-(2-chloro-4-trifluoromethylphenoxy)-1,2-dinitrobenzene (2.0 g, 5.52 mmol) and dimethyl phenylphosphonite (1.4 g, 8.28 mmol) in 4 ml of acetonitrile is heated under reflux overnight. The crude product is purified to yield methyl P-phenyl-2-nitro-5-(2-chloro-4-trifluoromethylphenoxy)phenylphosphinate, m/s 471 (M+). Reactants: CO, [Li+], CCOC(=O)c1cc(Cl)c(N)n2ccnc12, [OH-]. The product is Nc1c(Cl)cc(C(=O)O)c2nccn12. RXN SMILES: [CH3:19][OH:20].[Li+:17].[NH2:1][c:2]1[c:3]([Cl:16])[cH:4][c:5]([C:11](=[O:12])[O:13][CH2:14][CH3:15])[c:6]2[n:7]1[cH:8][cH:9][n:10]2.[OH-:18]>>[NH2:1][c:2]1[c:3]([Cl:16])[cH:4][c:5]([C:11](=[O:12])[OH:13])[c:6]2[n:7]1[cH:8][cH:9][n:10]2. Reactants: C(C)(C)(C)OC(=O)N1CCC(CC1)OC1=NC=NC(=C1C)Cl (4-(6-Chloro-5-methyl-pyrimidin-4-yloxy)-piperidine-1-carboxylic acid tert-butyl ester). The solvent is solution, Cl (HCl), O1CCOCC1 (dioxane). Reaction conditions: time 3 hour. Yields the product C(C)(C)OC(=O)N1CCC(CC1)OC1=NC=NC(=C1C)Cl (4-(6-Chloro-5-methyl-pyrimidin-4-yloxy)-piperidine-1-carboxylic acid isopropyl ester). RXN SMILES: [C:1]([O:5][C:6]([N:8]1[CH2:13][CH2:12][CH:11]([O:14][C:15]2[C:20]([CH3:21])=[C:19]([Cl:22])[N:18]=[CH:17][N:16]=2)[CH2:10][CH2:9]1)=[O:7])(C)([CH3:3])[CH3:2]>Cl.O1CCOCC1>[CH:1]([O:5][C:6]([N:8]1[CH2:13][CH2:12][CH:11]([O:14][C:15]2[C:20]([CH3:21])=[C:19]([Cl:22])[N:18]=[CH:17][N:16]=2)[CH2:10][CH2:9]1)=[O:7])([CH3:3])[CH3:2]. Procedure: 9a was dissolved in a 4 M solution of HCl in dioxane (60 mL). The solution was stirred at room temperature for 3 h and the solvent was removed. The residue was taken up in 200 mL of DCM and 40 mL of toluene and cooled to 0° C. Isopropyl chloroformate (60 mL of a 1 M solution in toluene, 1.2 eq) and diisopropylethylamine (24 mL) were added. The mixture was stirred for 36 h, washed with 1 M HCl (3×100 mL), 100 mL of water and 100 mL of brine. The solvent was evaporated and the residue taken up in ...